This data is from the Open Reaction Database (ORD), a public repository of structured organic reaction records. The task is: describe an organic reaction: reactants, conditions, products, and yield Starting materials: COc1cccc2c1CC(=O)CCC2, Cc1ccccc1, NCc1ccccc1, O, Cc1ccc(S(=O)(=O)O)cc1. Product: COc1cccc2c1CC(NCc1ccccc1)CCC2. As a reaction SMILES: [CH3:1][O:2][c:3]1[cH:4][cH:5][cH:6][c:7]2[c:13]1[CH2:12][C:11](=[O:14])[CH2:10][CH2:9][CH2:8]2.[CH3:35][c:36]1[cH:37][cH:38][cH:39][cH:40][cH:41]1.[NH2:15][CH2:16][c:17]1[cH:18][cH:19][cH:20][cH:21][cH:22]1.[OH2:23].[c:24]1([CH3:25])[cH:26][cH:27][c:28]([S:29]([OH:30])(=[O:31])=[O:32])[cH:33][cH:34]1>>[CH3:1][O:2][c:3]1[cH:4][cH:5][cH:6][c:7]2[c:13]1[CH2:12][CH:11]([NH:15][CH2:16][c:17]1[cH:18][cH:19][cH:20][cH:21][cH:22]1)[CH2:10][CH2:9][CH2:8]2. Reactants: Nc1cc(=O)n(C2OC(COC(=O)c3ccccc3)C(OC(=O)c3ccccc3)C2OC(=O)c2ccccc2)c(=O)[nH]1, CC(=O)O, O=N[O-], [Na+]. Product: Nc1[nH]c(=O)n(C2OC(COC(=O)c3ccccc3)C(OC(=O)c3ccccc3)C2OC(=O)c2ccccc2)c(=O)c1N. As a reaction SMILES: [C:1]([c:2]1[cH:3][cH:4][cH:5][cH:6][cH:7]1)(=[O:8])[O:9][CH:10]1[CH:11]([n:34]2[c:35](=[O:36])[nH:37][c:38]([NH2:39])[cH:40][c:41]2=[O:42])[O:12][CH:13]([CH2:24][O:25][C:26]([c:27]2[cH:28][cH:29][cH:30][cH:31][cH:32]2)=[O:33])[CH:14]1[O:15][C:16]([c:17]1[cH:18][cH:19][cH:20][cH:21][cH:22]1)=[O:23].[CH3:47][C:48](=[O:49])[OH:50].[N:43]([O-:44])=[O:45].[Na+:46]>>[C:1]([c:2]1[cH:3][cH:4][cH:5][cH:6][cH:7]1)(=[O:8])[O:9][CH:10]1[CH:11]([n:34]2[c:35](=[O:36])[nH:37][c:38]([NH2:39])[c:40]([NH2:43])[c:41]2=[O:42])[O:12][CH:13]([CH2:24][O:25][C:26]([c:27]2[cH:28][cH:29][cH:30][cH:31][cH:32]2)=[O:33])[CH:14]1[O:15][C:16]([c:17]1[cH:18][cH:19][cH:20][cH:21][cH:22]1)=[O:23]. The reactants are ClC=1C=C(C(=C)C)C=C(C1)Cl (3,5-dichloro-α-methylstyrene), S(=O)(Cl)Cl (thionyl chloride), ClC=1C=C(C(=O)O)C=C(C1)Cl (3,5-dichlorobenzoic acid). Yields the product ClC=1C=C(C(=O)Cl)C=C(C1)Cl (3,5-dichlorobenzoyl chloride). RXN SMILES: [Cl:1]C1C=C(C=C(Cl)C=1)C(C)=C.S(Cl)(Cl)=O.[Cl:16][C:17]1[CH:18]=[C:19]([CH:23]=[C:24]([Cl:26])[CH:25]=1)[C:20](O)=[O:21]>>[Cl:16][C:17]1[CH:18]=[C:19]([CH:23]=[C:24]([Cl:26])[CH:25]=1)[C:20]([Cl:1])=[O:21]. Reported procedure: It has been known that 3,5-dichloro-α-methylstyrene can be produced by reacting thionyl chloride with 3,5-dichlorobenzoic acid to obtain 3,5-dichlorobenzoyl chloride and then reacting methanol with 3,5-dichlorobenzoyl chloride to obtain methyl-3,5-dichlorobenzoate and reacting methylmagnesium chloride with methyl-3,5-dichlorobenzoate in ether and then, hydrolyzing the product with a diluted hydrochloric acid and dehydrating the product over sodium bisulfate, in for example, Journal of the Americ...